This data is from the Open Reaction Database (ORD), a public repository of structured organic reaction records. The task is: describe an organic reaction: reactants, conditions, products, and yield Starting materials: C([O-])([O-])=O.[K+].[K+] (potassium carbonate), C(C)OC(CCl)=O (chloroacetic acid ethyl ester), CC1=CC=C(SC2=CC=C(C=C2)O)C=C1 (4(4-methylthio-phenoxy)-phenol). Run in CC(=O)CC (methylethyl-ketone). Product: C(C)OC(COC1=CC=C(C=C1)SC1=CC=C(C=C1)C)=O (4(4-methylthio-phenoxy)-phenoxy-acetic acid ethyl ester). The yield is 63.3%. As a reaction SMILES: [CH3:1][C:2]1[CH:15]=[CH:14][C:5]([S:6][C:7]2[CH:12]=[CH:11][C:10]([OH:13])=[CH:9][CH:8]=2)=[CH:4][CH:3]=1.C(=O)([O-])[O-].[K+].[K+].[CH2:22]([O:24][C:25](=[O:28])[CH2:26]Cl)[CH3:23]>CC(CC)=O>[CH2:22]([O:24][C:25](=[O:28])[CH2:26][O:13][C:10]1[CH:11]=[CH:12][C:7]([S:6][C:5]2[CH:14]=[CH:15][C:2]([CH3:1])=[CH:3][CH:4]=2)=[CH:8][CH:9]=1)[CH3:23] |f:1.2.3|. Reported procedure: While stirring, 30 g of 4(4-methylthio-phenoxy)-phenol were dissolved in 350 ml of methylethyl-ketone. After addition of 18 g of potassium carbonate and 16 g of chloroacetic acid ethyl ester, the mixture was heated at the boil for 8 hours. Inorganic components were then separated by suction-filtration. After vaporization of the organic solvent, the residue was dissolved in 300 ml of methylene chloride and the solution was shaken several times with water. The organic phase was vaporized and the r... Reactants: ICC1=C(N=C(S1)C1=CC=C(C=C1)C(F)(F)F)C (5-Iodomethyl-4-methyl-2-(4-trifluoromethyl-phenyl)-thiazole), COC(CCC1=C(C=C(C=C1)CO)C)=O (3-(4-Hydroxymethyl-2-methyl-phenyl)-propionic acid methyl ester), [H-].[Na+] (sodium hydride). Run in CN(C)C=O (DMF). Run at time 3 hour. Yields the product COC(CCC1=C(C=C(C=C1)COCC1=C(N=C(S1)C1=CC=C(C=C1)C(F)(F)F)C)C)=O (3-{2-Methyl-4-[4-methyl-2-(4-trifluoromethyl-phenyl)-thiazol-5-ylmethoxymethyl]-phenyl}-propionic acid methyl ester). Yield: 15.3%. Reaction SMILES: I[CH2:2][C:3]1[S:7][C:6]([C:8]2[CH:13]=[CH:12][C:11]([C:14]([F:17])([F:16])[F:15])=[CH:10][CH:9]=2)=[N:5][C:4]=1[CH3:18].[CH3:19][O:20][C:21](=[O:33])[CH2:22][CH2:23][C:24]1[CH:29]=[CH:28][C:27]([CH2:30][OH:31])=[CH:26][C:25]=1[CH3:32].[H-].[Na+]>CN(C=O)C>[CH3:19][O:20][C:21](=[O:33])[CH2:22][CH2:23][C:24]1[CH:29]=[CH:28][C:27]([CH2:30][O:31][CH2:2][C:3]2[S:7][C:6]([C:8]3[CH:13]=[CH:12][C:11]([C:14]([F:17])([F:16])[F:15])=[CH:10][CH:9]=3)=[N:5][C:4]=2[CH3:18])=[CH:26][C:25]=1[CH3:32] |f:2.3|. Reported procedure: To a solution of 5-Iodomethyl-4-methyl-2-(4-trifluoromethyl-phenyl)-thiazole (0.14 g, 0.37 mmol) and 3-(4-Hydroxymethyl-2-methyl-phenyl)-propionic acid methyl ester (0.064 g, 0.31 mmol) in DMF (1 mL) is added sodium hydride (60% dispersion, 0.036 g, 1.50 mmol). The mixture is stirred at RT for 3 h. The reaction is quenched with water, and the mixture is extracted with EtOAc. The organics are dried with MgSO4 and concentrated. The crude material is purified by flash chromatography to yield the ti... As a reaction SMILES: [OH:1][C:2]1[CH:6]([CH:7]([CH3:9])[CH3:8])[NH:5][C:4](=[O:10])[CH:3]=1.[F:11][C:12]1[CH:13]=[C:14]([CH:17]=[C:18]([F:20])[CH:19]=1)[CH:15]=O.[NH:21]1[C:29]2[C:24](=[CH:25][CH:26]=[CH:27][CH:28]=2)[C:23]([CH2:30][CH2:31][NH:32][C:33](=[O:35])[CH3:34])=[CH:22]1>>[F:11][C:12]1[CH:13]=[C:14]([CH:15]([C:3]2[C:4](=[O:10])[NH:5][CH:6]([CH:7]([CH3:9])[CH3:8])[C:2]=2[OH:1])[C:22]2[NH:21][C:29]3[C:24]([C:23]=2[CH2:30][CH2:31][NH:32][C:33](=[O:35])[CH3:34])=[CH:25][CH:26]=[CH:27][CH:28]=3)[CH:17]=[C:18]([F:20])[CH:19]=1. The product is FC=1C=C(C=C(C1)F)C(C=1NC2=CC=CC=C2C1CCNC(C)=O)C=1C(NC(C1O)C(C)C)=O (N-(2-{2-[(3,5-Difluoro-phenyl)-(4-hydroxy-5-isopropyl-2-oxo-2,5-dihydro-1H-pyrrol-3-yl)-methyl]-1H-indol-3-yl}-ethyl)-acetamide). Procedure: Using general procedure C, 4-hydroxy-5-isopropyl-1,5-dihydro-pyrrol-2-one (Lit. 11) was reacted with 3,5-difluoro-benzaldehyde and N-[2-(1H-indol-3-yl)-ethyl]-acetamide to give the title compound as a yellow solid. MS: 468.0 ([M+H]+). Starting materials: OC1=CC(NC1C(C)C)=O (4-hydroxy-5-isopropyl-1,5-dihydro-pyrrol-2-one), FC=1C=C(C=O)C=C(C1)F (3,5-difluoro-benzaldehyde), N1C=C(C2=CC=CC=C12)CCNC(C)=O (N-[2-(1H-indol-3-yl)-ethyl]-acetamide). Reactants: CO (methanol), [Na] (sodium), FC(C(O)C1=CC=C(C=C1)C)(S(=O)(=O)C1=CC=CC=C1)F (2,2-difluoro-1-(4-methylphenyl)-2-phenylsulfonylethanol), C(C)O (ethanol), [Na] (sodium). Solvent: O (water), Cl (HCl), O1CCCC1 (tetrahydrofuran). Product: FC(C(O)C1=CC=C(C=C1)C)F (2,2-difluoro-1-(4-methylphenyl)ethanol). Yield: 49.0%. As a reaction SMILES: [F:1][C:2]([F:21])(S(C1C=CC=CC=1)(=O)=O)[CH:3]([C:5]1[CH:10]=[CH:9][C:8]([CH3:11])=[CH:7][CH:6]=1)[OH:4].C(O)C.[Na].CO>O1CCCC1.Cl.O>[F:1][CH:2]([F:21])[CH:3]([C:5]1[CH:10]=[CH:9][C:8]([CH3:11])=[CH:7][CH:6]=1)[OH:4] |^1:24|. Procedure: A solution of 2.0 g (6.4 mmol) of 2,2-difluoro-1-(4-methylphenyl)-2-phenylsulfonylethanol and 1.9 mL (32 mmol) of absolute ethanol in 20 mL of dry tetrahydrofuran was treated with 0.74 g (32 mmol) of sodium spheres. After 90 minutes 1 mL of methanol followed by 1 mL of water were added to decompose unreacted sodium, and the mixture was poured into 100 mL of IN HCl. The resulting aqueous mixture was extracted with three 50 mL portions of dichloromethane. Combination, drying (MgSO4), and concentra...